The task is: describe an organic reaction: reactants, conditions, products, and yield. This data is from the Open Reaction Database (ORD), a public repository of structured organic reaction records. Starting materials: CCN(CC)CCCO, C1CCOC1, CC(C)(C)[O-], O=[N+]([O-])c1ccc(F)cc1, [K+]. Product: CCN(CC)CCCOc1ccc([N+](=O)[O-])cc1. As a reaction SMILES: [CH2:1]([CH3:2])[N:3]([CH2:4][CH2:5][CH2:6][OH:7])[CH2:8][CH3:9].[CH2:26]1[O:27][CH2:28][CH2:29][CH2:30]1.[CH3:10][C:11]([CH3:12])([O-:13])[CH3:14].[F:16][c:17]1[cH:18][cH:19][c:20]([N+:23](=[O:24])[O-:25])[cH:21][cH:22]1.[K+:15]>>[CH2:1]([CH3:2])[N:3]([CH2:4][CH2:5][CH2:6][O:7][c:17]1[cH:18][cH:19][c:20]([N+:23](=[O:24])[O-:25])[cH:21][cH:22]1)[CH2:8][CH3:9]. The reactants are S1(CC(CCC1)=O)(=O)=O (tetrahydrothiopyran-3-one-1,1-dioxide), ClC=1C=C(C=O)C=CC1Cl (3,4-dichlorobenzaldehyde), NC(=CC(C)=O)C (4-amino-3-penten-2-one). Run in C(C)O (ethanol). The product is ClC=1C=C(C=CC1Cl)C1C2=C(NC(=C1C(C)=O)C)CCCS2(=O)=O (1-[8-(3,4-dichlorophenyl)-3,4,5,8-tetrahydro-6-methyl-1,1-dioxido-2H-thiopyrano [3,2-b]pyridin-7-yl]ethan-1-one). Reaction SMILES: [S:1]1(=[O:9])(=[O:8])[CH2:6][CH2:5][CH2:4][C:3](=O)[CH2:2]1.[Cl:10][C:11]1[CH:12]=[C:13]([CH:16]=[CH:17][C:18]=1[Cl:19])[CH:14]=O.[NH2:20][C:21]([CH3:26])=[CH:22][C:23](=[O:25])[CH3:24]>C(O)C>[Cl:10][C:11]1[CH:12]=[C:13]([CH:14]2[C:22]([C:23](=[O:25])[CH3:24])=[C:21]([CH3:26])[NH:20][C:3]3[CH2:4][CH2:5][CH2:6][S:1](=[O:9])(=[O:8])[C:2]2=3)[CH:16]=[CH:17][C:18]=1[Cl:19]. Reported procedure: A solution of tetrahydrothiopyran-3-one-1,1-dioxide (255 mg, 1.72 mmol), 3,4-dichlorobenzaldehyde (250 mg, 1.43 mmol) and 4-amino-3-penten-2-one (140 mg, 1.41 mmol) in ethanol (5 mL) was heated to reflux for 24 hours and cooled. The solid that precipitated was collected, washed with ethanol, and dried to provide the title compound.